This data is from the Open Reaction Database (ORD), a public repository of structured organic reaction records. The task is: describe an organic reaction: reactants, conditions, products, and yield Reactants: C1(CC1)N1C=NC2=C1C(=CC(=C2)C=2C=CC=1OCCNC1N2)O[C@H](C)[C@@H]2CC(NC2)=O ((R)-4-((R)-1-((1-cyclopropyl-5-(3,4-dihydro-2H-pyrido[3,2-b][1,4]oxazin-6-yl)-1H-benzo[d]imidazol-7-yl)oxy)ethyl)pyrrolidin-2-one), BrC=1N=NC(=CC1)N1CCN(CC1)C1COC1 (3-bromo-6-(4-(oxetan-3-yl)piperazin-1-yl)pyridazine). Yields the product C1(CC1)N1C=NC2=C1C(=CC(=C2)C=2N=NC(=CC2)N2CCN(CC2)C2COC2)O[C@H](C)[C@@H]2CC(NC2)=O ((R)-4-((R)-1-((1-cyclopropyl-5-(6-(4-(oxetan-3-yl)piperazin-1-yl)pyridazin-3-yl)-1H-benzo[d]imidazol-7-yl)oxy)ethyl)pyrrolidin-2-one). Isolated yield 61.0%. Reaction SMILES: [CH:1]1([N:4]2[C:8]3[C:9]([O:23][C@@H:24]([C@H:26]4[CH2:30][NH:29][C:28](=[O:31])[CH2:27]4)[CH3:25])=[CH:10][C:11](C4C=CC5OCCNC=5N=4)=[CH:12][C:7]=3[N:6]=[CH:5]2)[CH2:3][CH2:2]1.Br[C:33]1[N:34]=[N:35][C:36]([N:39]2[CH2:44][CH2:43][N:42]([CH:45]3[CH2:48][O:47][CH2:46]3)[CH2:41][CH2:40]2)=[CH:37][CH:38]=1>>[CH:1]1([N:4]2[C:8]3[C:9]([O:23][C@@H:24]([C@H:26]4[CH2:30][NH:29][C:28](=[O:31])[CH2:27]4)[CH3:25])=[CH:10][C:11]([C:33]4[N:34]=[N:35][C:36]([N:39]5[CH2:44][CH2:43][N:42]([CH:45]6[CH2:48][O:47][CH2:46]6)[CH2:41][CH2:40]5)=[CH:37][CH:38]=4)=[CH:12][C:7]=3[N:6]=[CH:5]2)[CH2:2][CH2:3]1. Reported procedure: Prepared by Suzuki coupling reaction procedure, as previously described for the synthesis of (R)-4-((R)-1-((1-cyclopropyl-5-(3,4-dihydro-2H-pyrido[3,2-b][1,4]oxazin-6-yl)-1H-benzo[d]imidazol-7-yl)oxy)ethyl)pyrrolidin-2-one:, using instead 3-bromo-6-(4-(oxetan-3-yl)piperazin-1-yl)pyridazine as a starting material to afford 52.7 mg (61%) of (R)-4-((R)-1-((1-cyclopropyl-5-(6-(4-(oxetan-3-yl)piperazin-1-yl)pyridazin-3-yl)-1H-benzo[d]imidazol-7-yl)oxy)ethyl)pyrrolidin-2-one:. 1H NMR (300 MHz, d6-DMSO... The reactants are ClC1=C(C=CC=C1)C=COC (1-chloro-2-(2-methoxyvinyl)benzene), Cl (hydrogen chloride), C([O-])(O)=O.[Na+] (sodium bicarbonate). Run in C(C)OCC (diethyl ether), O1CCOCC1 (1,4-dioxane). Conditions: time 30 minute. Product: ClC1=C(C=CC=C1)CC=O (2-(2-chlorophenyl)acetaldehyde). The yield is 92.4%. Reaction SMILES: [Cl:1][C:2]1[CH:7]=[CH:6][CH:5]=[CH:4][C:3]=1[CH:8]=[CH:9][O:10]C.Cl.C(=O)(O)[O-].[Na+]>O1CCOCC1.C(OCC)C>[Cl:1][C:2]1[CH:7]=[CH:6][CH:5]=[CH:4][C:3]=1[CH2:8][CH:9]=[O:10] |f:2.3|. Procedure: A mixture of 1-chloro-2-(2-methoxyvinyl)benzene (2.4 g, 14 mmol) in a solution of 4.0M hydrogen chloride in 1,4-dioxane (36 mL) was stirred for 30 minutes at room temperature. The reaction mixture was then diluted with diethyl ether (100 mL) and treated with saturated aqueous sodium bicarbonate solution (60 mL)—caution: gas evolution. The organic layer was separated, washed with a sodium phosphate buffer (1.0M solution in water, pH=8, 2×40 mL), dried over sodium sulfate, filtered, and evaporated... Reactants: C1(=CC=CC=C1)N1C(=CC=C1C1=CC=CC=C1)C=1C=C2C=CC(=CC2=CC1)O (6-(1,5-diphenyl-1H-pyrrol-2-yl)-2-naphthol), COC(C(CC1=CC=CC=C1)OS(=O)(=O)C(F)(F)F)=O (3-phenyl-2-trifluoromethanesulfonyloxypropionic acid methyl ester), C([O-])([O-])=O.[Cs+].[Cs+] (cesium carbonate). Conditions: time 30 minute. Yields the product C1(=CC=CC=C1)N1C(=CC=C1C1=CC=CC=C1)C=1C=C2C=CC(=CC2=CC1)OC(C(=O)OC)CC1=CC=CC=C1 (methyl 2-{[6-(1,5-diphenyl-1H-pyrrol-2-yl)-2-naphthyl]oxy}-3-phenylpropanoate). Isolated yield 72.6%. Reaction SMILES: [C:1]1([N:7]2[C:11]([C:12]3[CH:17]=[CH:16][CH:15]=[CH:14][CH:13]=3)=[CH:10][CH:9]=[C:8]2[C:18]2[CH:19]=[C:20]3[C:25](=[CH:26][CH:27]=2)[CH:24]=[C:23]([OH:28])[CH:22]=[CH:21]3)[CH:6]=[CH:5][CH:4]=[CH:3][CH:2]=1.[CH3:29][O:30][C:31](=[O:48])[CH:32](OS(C(F)(F)F)(=O)=O)[CH2:33][C:34]1[CH:39]=[CH:38][CH:37]=[CH:36][CH:35]=1.C(=O)([O-])[O-].[Cs+].[Cs+]>>[C:1]1([N:7]2[C:11]([C:12]3[CH:13]=[CH:14][CH:15]=[CH:16][CH:17]=3)=[CH:10][CH:9]=[C:8]2[C:18]2[CH:19]=[C:20]3[C:25](=[CH:26][CH:27]=2)[CH:24]=[C:23]([O:28][CH:32]([CH2:33][C:34]2[CH:39]=[CH:38][CH:37]=[CH:36][CH:35]=2)[C:31]([O:30][CH3:29])=[O:48])[CH:22]=[CH:21]3)[CH:2]=[CH:3][CH:4]=[CH:5][CH:6]=1 |f:2.3.4|. Procedure details: In a similar manner as described in step 1 of Example 7, the title compound was prepared from 6-(1,5-diphenyl-1H-pyrrol-2-yl)-2-naphthol (0.300 g, 0.676 mmol), prepared in step 2 of Example 11, 3-phenyl-2-trifluoromethanesulfonyloxypropionic acid methyl ester (0.317 g, 1.02 mmol) and cesium carbonate (0.441 g, 1.35 mmol) with the exception that this reaction was complete after 30 minutes at ambient temperature. Purification on a Biotage Horizon™ system with a KP-Sil Flash 25+M column (40 g Silic... Reactants: C(C)(C)(C)O[SiH](OC(C)(C)C)OC(C)(C)C (tritertbutoxysilane), C=CC1=CC=CC=C1 (styrene), C1=CC=CC=2SC3=CC=CC=C3NC12 (phenothiazine). Solvent: C=1(C(=CC=CC1)C)C (xylene). Conditions: temperature 175 celsius. The product is C(C)(C)(C)O[Si](C=CC1=CC=CC=C1)(OC(C)(C)C)OC(C)(C)C (1-tritertbutoxysilyl-2-phenylethylene). Isolated yield 90.0%. Reaction SMILES: [C:1]([O:5][SiH:6]([O:12][C:13]([CH3:16])([CH3:15])[CH3:14])[O:7][C:8]([CH3:11])([CH3:10])[CH3:9])([CH3:4])([CH3:3])[CH3:2].[CH2:17]=[CH:18][C:19]1[CH:24]=[CH:23][CH:22]=[CH:21][CH:20]=1.C1C2NC3C(=CC=CC=3)SC=2C=CC=1>C1(C)C(C)=CC=CC=1>[C:8]([O:7][Si:6]([O:5][C:1]([CH3:4])([CH3:3])[CH3:2])([O:12][C:13]([CH3:16])([CH3:15])[CH3:14])[CH:17]=[CH:18][C:19]1[CH:24]=[CH:23][CH:22]=[CH:21][CH:20]=1)([CH3:11])([CH3:10])[CH3:9]. Procedure: Into a 45 cc Parr bomb was added 2.5 g (0.02 mol) tritertbutoxysilane, 4.2 g (0.04 mol) styrene, 1.0 g xylene, 30 mg phenothiazine and 2000 ppm Ru3CO12 (20 mg). The reaction was heated in a fluidized sand bath at 175° C. for 5 hours. A single product 1-tritertbutoxysilyl-2-phenylethylene was formed in greater than 90% yield. The reactants are Cc1ccc(C)c(N2CCN(C(=O)C3CNCCC3c3ccccc3)CC2)c1, Clc1ccccc1, Cl, O=S(=O)(Cl)Cl. Product: Cc1ccc(C)c(N2CCN(C(=O)C3CN(S(=O)(=O)c4cccc(Cl)c4)CCC3c3ccccc3)CC2)c1. RXN SMILES: [CH3:2][c:3]1[c:4]([N:10]2[CH2:11][CH2:12][N:13]([C:16](=[O:17])[CH:18]3[CH2:19][NH:20][CH2:21][CH2:22][CH:23]3[c:24]3[cH:25][cH:26][cH:27][cH:28][cH:29]3)[CH2:14][CH2:15]2)[cH:5][c:6]([CH3:9])[cH:7][cH:8]1.[Cl:35][c:36]1[cH:37][cH:38][cH:39][cH:40][cH:41]1.[ClH:1].[S:30](=[O:31])(=[O:32])([Cl:33])[Cl:34]>>[CH3:2][c:3]1[c:4]([N:10]2[CH2:11][CH2:12][N:13]([C:16](=[O:17])[CH:18]3[CH2:19][N:20]([S:30](=[O:31])(=[O:32])[c:40]4[cH:39][cH:38][cH:37][c:36]([Cl:35])[cH:41]4)[CH2:21][CH2:22][CH:23]3[c:24]3[cH:25][cH:26][cH:27][cH:28][cH:29]3)[CH2:14][CH2:15]2)[cH:5][c:6]([CH3:9])[cH:7][cH:8]1. The reactants are [Al+3], C1CCOC1, O=C(O)CCC1OCCc2ccccc21, [H-], [H-], [H-], [H-], [Li+]. Product: OCCCC1OCCc2ccccc21. Reaction SMILES: [Al+3:17].[CH2:22]1[O:23][CH2:24][CH2:25][CH2:26]1.[CH:1]1([CH2:11][CH2:12][C:13](=[O:14])[OH:15])[O:2][CH2:3][CH2:4][c:5]2[cH:6][cH:7][cH:8][cH:9][c:10]21.[H-:16].[H-:19].[H-:20].[H-:21].[Li+:18]>>[CH:1]1([CH2:11][CH2:12][CH2:13][OH:14])[O:2][CH2:3][CH2:4][c:5]2[cH:6][cH:7][cH:8][cH:9][c:10]21.